The task is: describe an organic reaction: reactants, conditions, products, and yield. This data is from the Open Reaction Database (ORD), a public repository of structured organic reaction records. The reactants are NC1=CC=C(C(=O)N(C2=CC(=CC=C2)OC)CCCN2CCC(CC2)C(C2=CC=C(C=C2)F)=O)C=C1 (4-amino-N-{3-[4-(4-fluorobenzoyl)piperidino]propyl}-N-(3-methoxyphenyl)benzamide), C(C)(=O)OC(C)=O (acetic anhydride). Product: C(C)(=O)NC1=CC=C(C(=O)N(C2=CC(=CC=C2)OC)CCCN2CCC(CC2)C(C2=CC=C(C=C2)F)=O)C=C1 (4-Acetylamino-N-{3-[4-(4-fluorobenzoyl)piperidino]propyl}-N-(3-methoxyphenyl)benzamide). The yield is 96.4%. As a reaction SMILES: [NH2:1][C:2]1[CH:36]=[CH:35][C:5]([C:6]([N:8]([CH2:17][CH2:18][CH2:19][N:20]2[CH2:25][CH2:24][CH:23]([C:26](=[O:34])[C:27]3[CH:32]=[CH:31][C:30]([F:33])=[CH:29][CH:28]=3)[CH2:22][CH2:21]2)[C:9]2[CH:14]=[CH:13][CH:12]=[C:11]([O:15][CH3:16])[CH:10]=2)=[O:7])=[CH:4][CH:3]=1.[C:37](OC(=O)C)(=[O:39])[CH3:38]>>[C:37]([NH:1][C:2]1[CH:3]=[CH:4][C:5]([C:6]([N:8]([CH2:17][CH2:18][CH2:19][N:20]2[CH2:25][CH2:24][CH:23]([C:26](=[O:34])[C:27]3[CH:28]=[CH:29][C:30]([F:33])=[CH:31][CH:32]=3)[CH2:22][CH2:21]2)[C:9]2[CH:14]=[CH:13][CH:12]=[C:11]([O:15][CH3:16])[CH:10]=2)=[O:7])=[CH:35][CH:36]=1)(=[O:39])[CH3:38]. Procedure: Using 4-amino-N-{3-[4-(4-fluorobenzoyl)piperidino]propyl}-N-(3-methoxyphenyl)benzamide (300.0 mg, 0.61 mmol) and acetic anhydride (0.069 ml, 0.73 mmol), the procedure of inventive Example 94 was repeated to obtain 312.6 mg (96.5%) of the title compound in a light yellow amorphous form. The reactants are [N-]=C=O (isocyanate), [N-]=C=S (isothiocyanate), ( 1 ), NC(O)=N (pseudourea), NC(S)=N (2-thiopseudourea), [Cl-] (chloride), sulfate salt, [OH-].[Na+] (sodium hydroxide). The solvent is O (water), ClCCl (dichloromethane). Reaction conditions: time 12.5 hour. The product is C(NC(=O)N)([O-])=N (allophanimidate), C(NC(=O)N)([S-])=N (thioallophanimidate), dithioallophanimidate ester. As a reaction SMILES: [NH2:1][C:2](=[NH:4])[OH:3].[NH2:5][C:6](=[NH:8])[SH:7].[Cl-].[OH-].[Na+].[N-:12]=[C:13]=[O:14].[N-]=C=S>O.ClCCl>[C:2](=[NH:1])([O-:3])[NH:4][C:13]([NH2:12])=[O:14].[C:6](=[NH:5])([S-:7])[NH:8][C:2]([NH2:1])=[O:3] |f:3.4|. Procedure details: In equation (1) the pseudourea of 2-thiopseudourea is liberated from its corresponding chloride or sulfate salt with an equivalent amount of sodium hydroxide in a mixture of water and dichloromethane at 0° to 5°C. The isocyanate or isothiocyanate is then added and after stirring for 1 to 24 hours at room temperature the organic layer is separated, dried, and the solvent removed by evaporation to give the intermediate allophanimidate, thioallophanimidate, or dithioallophanimidate ester (This reac... Starting materials: FC(C(=O)O)(F)F (Trifluoroacetic acid), C(C)(C)(C)OC(=O)N1CCN(CC1)CCF (4-(tert-butoxycarbonyl)-1-(2-fluoroethyl)piperazine), C(C)[SiH](CC)CC (triethylsilane), resultant mixture. Solvent: C(Cl)Cl (methylene chloride). Yields the product FC(C(=O)O)(F)F.FCCN1CCNCC1 (1-(2-fluoroethyl)piperazine trifluoroacetic acid salt). As a reaction SMILES: [F:1][C:2]([F:7])([F:6])[C:3]([OH:5])=[O:4].C(OC([N:15]1[CH2:20][CH2:19][N:18]([CH2:21][CH2:22][F:23])[CH2:17][CH2:16]1)=O)(C)(C)C.C([SiH](CC)CC)C>C(Cl)Cl>[F:1][C:2]([F:7])([F:6])[C:3]([OH:5])=[O:4].[F:23][CH2:22][CH2:21][N:18]1[CH2:19][CH2:20][NH:15][CH2:16][CH2:17]1 |f:4.5|. Procedure: Trifluoroacetic acid (20 ml) was added to a mixture of 4-(tert-butoxycarbonyl)-1-(2-fluoroethyl)piperazine (3.7 g), triethylsilane. (8 ml) and methylene chloride (100 ml) and the resultant mixture was stirred at ambient temperature for 1.5 hours. The mixture was evaporated and the residue was triturated under diethyl ether. The solid so obtained was isolated, washed with diethyl ether and dried to give 1-(2-fluoroethyl)piperazine trifluoroacetic acid salt (6.0 g) as a solid. The reactants are O=C(N1CCc2ccc(S(=O)(=O)Cl)cc2C1)C(F)(F)F, Nc1nccs1, c1ccncc1. Product: O=C(N1CCc2ccc(S(=O)(=O)Nc3nccs3)cc2C1)C(F)(F)F. As a reaction SMILES: [F:1][C:2]([C:3](=[O:4])[N:5]1[CH2:6][c:7]2[cH:8][c:9]([S:15](=[O:16])(=[O:17])[Cl:18])[cH:10][cH:11][c:12]2[CH2:13][CH2:14]1)([F:19])[F:20].[NH2:21][c:22]1[s:23][cH:24][cH:25][n:26]1.[cH:27]1[cH:28][cH:29][n:30][cH:31][cH:32]1>>[F:1][C:2]([C:3](=[O:4])[N:5]1[CH2:6][c:7]2[cH:8][c:9]([S:15](=[O:16])(=[O:17])[NH:21][c:22]3[s:23][cH:24][cH:25][n:26]3)[cH:10][cH:11][c:12]2[CH2:13][CH2:14]1)([F:19])[F:20]. Reactants: CN(C=O)C (dimethylformamide), OC1=C(C2=CC=CC=C2C=C1)C=O (2-hydroxy-1-naphthaldehyde), C([O-])([O-])=O.[K+].[K+] (potassium carbonate), C1(=CC=C(C=C1)S(=O)(=O)OC)C (methyl p-toluenesulfonate). Solvent: O (water). Reaction conditions: temperature 50 celsius. The product is COC1=C(C2=CC=CC=C2C=C1)C=O (2-methoxy-1-naphthaldehyde). Reaction SMILES: [CH3:1]N(C)C=O.[OH:6][C:7]1[CH:16]=[CH:15][C:14]2[C:9](=[CH:10][CH:11]=[CH:12][CH:13]=2)[C:8]=1[CH:17]=[O:18].C(=O)([O-])[O-].[K+].[K+].C1(C)C=CC(S(OC)(=O)=O)=CC=1>O>[CH3:1][O:6][C:7]1[CH:16]=[CH:15][C:14]2[C:9](=[CH:10][CH:11]=[CH:12][CH:13]=2)[C:8]=1[CH:17]=[O:18] |f:2.3.4|. Procedure details: 500 ml of a dimethylformamide solution containing 103.2 g (0.6 mole) of 2-hydroxy-1-naphthaldehyde and 107.6 g (0.78 mole) of anhydrous potassium carbonate was stirred with heating at 50° C. To the solution was added dropwise 145 g (0.78 mole) of methyl p-toluenesulfonate. After the completion of the dropwise addition, the mixture was stirred at 60° C. for 2 hours. The reaction mixture was added to 1.5 liters of water, and the precipitated crystals were collected by filtration. The crude crystal...